The task is: describe an organic reaction: reactants, conditions, products, and yield. This data is from the Open Reaction Database (ORD), a public repository of structured organic reaction records. Reactants: ice water, C1(=CC=CS1)CNCC(C1=CC(=C(C=C1F)OC)OC)O (α-[[(2-thenyl)amino]methyl]-6-fluoro-3,4-dimethoxybenzyl alcohol), N (ammonia). The solvent is polyphosphoric acid. Conditions: temperature 60 celsius, time 3.5 hour. Yields the product FC1=CC(=C(C=C1C1C2=C(CNC1)SC=C2)OC)OC (4-(6-fluoro-3,4-dimethoxyphenyl)-4,5,6,7-tetrahydrothieno[2,3-c]pyridine). Isolated yield 106.1%. RXN SMILES: [C:1]1([CH2:6][NH:7][CH2:8][CH:9](O)[C:10]2[C:15]([F:16])=[CH:14][C:13]([O:17][CH3:18])=[C:12]([O:19][CH3:20])[CH:11]=2)[S:5][CH:4]=[CH:3][CH:2]=1.N>>[F:16][C:15]1[C:10]([CH:9]2[CH2:8][NH:7][CH2:6][C:1]3[S:5][CH:4]=[CH:3][C:2]2=3)=[CH:11][C:12]([O:19][CH3:20])=[C:13]([O:17][CH3:18])[CH:14]=1. Procedure: A mixture of 0.66 g of α-[[(2-thenyl)amino]methyl]-6-fluoro-3,4-dimethoxybenzyl alcohol and 10 ml of polyphosphoric acid was stirred for 3.5 hours at 60° C. The reaction solution was poured into ice water, and the mixture was basified by addition of 25 ml of conc. aqueous ammonia. The mixture was extracted with chloroform, and the chloroform layer was washed with water, and dried over anhydrous magnesium sulfate. The solvent was distilled off, and 0.66 g of 4-(6-fluoro-3,4-dimethoxyphenyl)-4,5,6... Reactants: Cl.NO (hydroxylamine hydrochloride), COC(C(N1N=NC2=C1C=C(C=C2)OC2=CC(=C(C(=C2)F)C(F)(F)F)Cl)C)OC (6-[(2-chloro-α,α,α,6-tetrafluoro-p-tolyl)oxy]-α-methyl-1H-benzotriazole-1-acetaldehyde dimethyl acetal), OS(=O)(=O)O (H2SO4). The solvent is N1=CC=CC=C1 (pyridine), C(C)O (ethanol), O (water), C(C)(=O)O (acetic acid). Conditions: temperature 70 celsius, time 12 hour. Yields the product ClC1=C(C(=CC(=C1)OC=1C=CC2=C(N(N=N2)C(C=NO)C)C1)F)C(F)(F)F (6-[(2-chloro-α,α,α,6-tetrafluoro-p-tolyl)oxy]-α-methyl-1h-benzotriazole-1-acetaldehyde oxime). RXN SMILES: CO[CH:3](OC)[CH:4]([CH3:27])[N:5]1[C:9]2[CH:10]=[C:11]([O:14][C:15]3[CH:20]=[C:19]([F:21])[C:18]([C:22]([F:25])([F:24])[F:23])=[C:17]([Cl:26])[CH:16]=3)[CH:12]=[CH:13][C:8]=2[N:7]=[N:6]1.OS(O)(=O)=O.Cl.[NH2:36][OH:37]>C(O)(=O)C.O.N1C=CC=CC=1.C(O)C>[Cl:26][C:17]1[CH:16]=[C:15]([O:14][C:11]2[CH:12]=[CH:13][C:8]3[N:7]=[N:6][N:5]([CH:4]([CH3:27])[CH:3]=[N:36][OH:37])[C:9]=3[CH:10]=2)[CH:20]=[C:19]([F:21])[C:18]=1[C:22]([F:25])([F:24])[F:23] |f:2.3|. Procedure: A solution of 6-[(2-chloro-α,α,α,6-tetrafluoro-p-tolyl)oxy]-α-methyl-1H-benzotriazole-1-acetaldehyde dimethyl acetal (23.0 g, 0.053 mole) in acetic acid is treated with 54 ml of 2.5N H2SO4 and stirred at 70° C. for 12 hours. A 15 ml portion of the reaction solution is diluted to a total volume of 100 ml with water, the resulting precipitate is separated, washed with water, treated with a solution of hydroxylamine hydrochloride (1.0 g, 0.014 mole) in pyridine and ethanol, heated at 85° C. for sev... The reactants are BrC1=C(C=C(C(=O)OC)C=C1)Cl (methyl 4-bromo-3-chlorobenzoate), C1(CC1)B(O)O (cyclopropylboronic acid). Yields the product ClC=1C=C(C(=O)OC)C=CC1C1CC1 (methyl 3-chloro-4-cyclopropylbenzoate). Reaction SMILES: Br[C:2]1[CH:11]=[CH:10][C:5]([C:6]([O:8][CH3:9])=[O:7])=[CH:4][C:3]=1[Cl:12].[CH:13]1(B(O)O)[CH2:15][CH2:14]1>>[Cl:12][C:3]1[CH:4]=[C:5]([CH:10]=[CH:11][C:2]=1[CH:13]1[CH2:15][CH2:14]1)[C:6]([O:8][CH3:9])=[O:7]. Reported procedure: The title compound was prepared from methyl 4-bromo-3-chlorobenzoate and cyclopropylboronic acid according to the procedure for the preparation of EXAMPLE 152, part A. 1H NMR (400 MHz, CDCl3): δ 0.73-0.77 (2H, m), 1.07-1.12 (2H, m), 2.24-2.30 (1H, m), 3.90 (3H, s), 6.93 (1H, d, J=8.0 Hz), 7.80 (1H, dd, J=1.6 Hz, 8.0 Hz), 8.01 (1H, d, J=1.6 Hz). Starting materials: ClC1=CC=C(C=C1)C1=NN(C(N1C1CC1)=O)CC(=O)NN (2-[3-(4-Chlorophenyl)-4-cyclopropyl-5-oxo-4,5-dihydro-1H-1,2,4-triazol-1-yl]acetohydrazide), Cl.FC(C=1C=C(C(=N)N)C=CC1)(F)F (3-trifluoromethylbenzamidine hydrochloride). The solvent is CN(C)C=O (DMF). Reaction conditions: temperature 150 celsius, time 45 minute. Yields the product ClC1=CC=C(C=C1)C=1N(C(N(N1)CC1=NN=C(N1)C1=CC(=CC=C1)C(F)(F)F)=O)C1CC1 (5-(4-Chlorophenyl)-4-cyclopropyl-2-({5-[3-(trifluoromethyl)phenyl]-4H-1,2,4-triazol-3-yl}methyl)-2,4-dihydro-3H-1,2,4-triazol-3-one). Reaction SMILES: [Cl:1][C:2]1[CH:7]=[CH:6][C:5]([C:8]2[N:12]([CH:13]3[CH2:15][CH2:14]3)[C:11](=[O:16])[N:10]([CH2:17][C:18]([NH:20][NH2:21])=O)[N:9]=2)=[CH:4][CH:3]=1.Cl.[F:23][C:24]([F:35])([F:34])[C:25]1[CH:26]=[C:27]([CH:31]=[CH:32][CH:33]=1)[C:28](N)=[NH:29]>CN(C=O)C>[Cl:1][C:2]1[CH:7]=[CH:6][C:5]([C:8]2[N:12]([CH:13]3[CH2:15][CH2:14]3)[C:11](=[O:16])[N:10]([CH2:17][C:18]3[NH:29][C:28]([C:27]4[CH:31]=[CH:32][CH:33]=[C:25]([C:24]([F:23])([F:34])[F:35])[CH:26]=4)=[N:21][N:20]=3)[N:9]=2)=[CH:4][CH:3]=1 |f:1.2|. Reported procedure: 100 mg (0.33 mmol) of the compound from Example 21A were dissolved in 1.6 ml of DMF, 109 mg (0.49 mmol) of 3-trifluoromethylbenzamidine hydrochloride were added and the mixture was stirred in a microwave oven at 150° C. for 45 min. After cooling, the reaction was concentrated under reduced pressure on a rotary evaporator and the residue that remained was purified chromatographically [Method 19]. This gave 70 mg (47% of theory) of the target compound as a colorless solid. Reactants: CC(C#CC=CCNC)(C)C (N-(6,6-dimethyl-2-hepten-4-ynyl)methylamine), C([O-])([O-])=O.[K+].[K+] (potassium carbonate), BrC1=C(CBr)C=CC=C1 (2-bromobenzylbromide). The product is CC(C#C/C=C/CN(C)CC1=C(C=CC=C1)Br)(C)C (trans-N-(6,6-Dimethyl-2-hepten-4-ynyl)-N-methyl-(2-bromobenzyl)amine). The yield is 56.4%. As a reaction SMILES: [CH3:1][C:2]([CH3:11])([CH3:10])[C:3]#[C:4][CH:5]=[CH:6][CH2:7][NH:8][CH3:9].C(=O)([O-])[O-].[K+].[K+].[Br:18][C:19]1[CH:26]=[CH:25][CH:24]=[CH:23][C:20]=1[CH2:21]Br>>[CH3:1][C:2]([CH3:11])([CH3:10])[C:3]#[C:4]/[CH:5]=[CH:6]/[CH2:7][N:8]([CH2:21][C:20]1[CH:23]=[CH:24][CH:25]=[CH:26][C:19]=1[Br:18])[CH3:9] |f:1.2.3|. Reported procedure: The procedure described in Example 1 was repeated, except that N-(6,6-dimethyl-2-hepten-4-ynyl)methylamine (1.96 g; 13.0 mmol), potassium carbonate (1.44 g; 13.6 mmol), and 2-bromobenzylbromide (3.25 g; 13.0 mmol) were used, to thereby yield 2.35 g of the target compound (yield: 56.5%). Starting materials: COC(=O)CS(=O)(=O)NC1CCc2c(-c3noc(-c4ccc(OC(C)C)c(C#N)c4)n3)cccc21, CO, [Na+], [OH-]. The product is CC(C)Oc1ccc(-c2nc(-c3cccc4c3CCC4NS(=O)(=O)CC(=O)O)no2)cc1C#N. Reaction SMILES: [C:1](#[N:2])[c:3]1[cH:4][c:5](-[c:13]2[n:14][c:15](-[c:18]3[c:19]4[c:23]([cH:24][cH:25][cH:26]3)[CH:22]([NH:27][S:28](=[O:29])(=[O:30])[CH2:31][C:32](=[O:33])[O:34][CH3:35])[CH2:21][CH2:20]4)[n:16][o:17]2)[cH:6][cH:7][c:8]1[O:9][CH:10]([CH3:11])[CH3:12].[CH3:38][OH:39].[Na+:37].[OH-:36]>>[C:1](#[N:2])[c:3]1[cH:4][c:5](-[c:13]2[n:14][c:15](-[c:18]3[c:19]4[c:23]([cH:24][cH:25][cH:26]3)[CH:22]([NH:27][S:28](=[O:29])(=[O:30])[CH2:31][C:32](=[O:33])[OH:34])[CH2:21][CH2:20]4)[n:16][o:17]2)[cH:6][cH:7][c:8]1[O:9][CH:10]([CH3:11])[CH3:12]. Starting materials: C[Si](C)(C)C=[N+]=[N-] ((trimethylsilyl)diazomethane), hexanes, [Si](C1=CC=CC=C1)(C1=CC=CC=C1)(C(C)(C)C)OC[C@H](C1CC1)N1C([C@@](C[C@@H]([C@H]1C1=CC=C(C=C1)Cl)C1=CC(=CC=C1)Cl)(C)CC(=O)O)=O (2-((3R,5R,6S)-1-((S)-2-((tert-Butyldiphenylsilyl)oxy)-1-cyclopropylethyl)-5-(3-chlorophenyl)-6-(4-chlorophenyl)-3-methyl-2-oxopiperidin-3-yl)acetic acid). The solvent is CO (MeOH), C1=CC=CC=C1 (benzene). Reaction conditions: temperature 0 celsius, time 1 hour. The product is [Si](C1=CC=CC=C1)(C1=CC=CC=C1)(C(C)(C)C)OC[C@H](C1CC1)N1C([C@@](C[C@@H]([C@H]1C1=CC=C(C=C1)Cl)C1=CC(=CC=C1)Cl)(C)CC(=O)OC)=O (Methyl 2-((3R,5R,6S)-1-((S)-2-((tert-butyldiphenylsilyl)oxy)-1-cyclopropylethyl)-5-(3-chlorophenyl)-6-(4-chlorophenyl)-3-methyl-2-oxopiperidin-3-yl)acetate). RXN SMILES: [Si:1]([O:18][CH2:19][C@@H:20]([N:24]1[C@H:29]([C:30]2[CH:35]=[CH:34][C:33]([Cl:36])=[CH:32][CH:31]=2)[C@@H:28]([C:37]2[CH:42]=[CH:41][CH:40]=[C:39]([Cl:43])[CH:38]=2)[CH2:27][C@@:26]([CH2:45][C:46]([OH:48])=[O:47])([CH3:44])[C:25]1=[O:49])[CH:21]1[CH2:23][CH2:22]1)([C:14]([CH3:17])([CH3:16])[CH3:15])([C:8]1[CH:13]=[CH:12][CH:11]=[CH:10][CH:9]=1)[C:2]1[CH:7]=[CH:6][CH:5]=[CH:4][CH:3]=1.[CH3:50][Si](C=[N+]=[N-])(C)C>CO.C1C=CC=CC=1>[Si:1]([O:18][CH2:19][C@@H:20]([N:24]1[C@H:29]([C:30]2[CH:31]=[CH:32][C:33]([Cl:36])=[CH:34][CH:35]=2)[C@@H:28]([C:37]2[CH:42]=[CH:41][CH:40]=[C:39]([Cl:43])[CH:38]=2)[CH2:27][C@@:26]([CH2:45][C:46]([O:48][CH3:50])=[O:47])([CH3:44])[C:25]1=[O:49])[CH:21]1[CH2:22][CH2:23]1)([C:14]([CH3:17])([CH3:16])[CH3:15])([C:8]1[CH:13]=[CH:12][CH:11]=[CH:10][CH:9]=1)[C:2]1[CH:3]=[CH:4][CH:5]=[CH:6][CH:7]=1. Procedure details: To a solution of 2-((3R,5R,6S)-1-((S)-2-(tert-butyldiphenylsilyloxy)-1-cyclopropylethyl)-5-(3-chlorophenyl)-6-(4-chlorophenyl)-3-methyl-2-oxopiperidin-3-yl)acetic acid (1400 mg, 1.96 mmol; Example 263, Step A) in a mixture of MeOH (3.1 mL) and benzene (12.5 mL) was added 2.0 M (trimethylsilyl)diazomethane in hexanes (1.96 mL, 3.92 mmol) at 0° C. dropwise. After being stirred at 0° C. for 1 h, the reaction was concentrated under reduced pressure. Purification of the residue by chromatography on s...